Dataset: the Open Reaction Database (ORD), a public repository of structured organic reaction records. Task: describe an organic reaction: reactants, conditions, products, and yield Starting materials: CC(=O)[O-], CC(=O)[O-], CC(C)CN1CCN2CCN(CC(C)C)P1N(CC(C)C)CC2, CCCSc1ccc(N)c(C)n1, CC(C)(C)[O-], COc1c(Cl)ncnc1OC1CCN(C(=O)OC(C)C)CC1, [Na+], C1COCCO1, [Pd+2]. The product is CCCSc1ccc(Nc2ncnc(OC3CCN(C(=O)OC(C)C)CC3)c2OC)c(C)n1. RXN SMILES: [C:70]([O-:71])(=[O:72])[CH3:73].[C:75]([O-:76])(=[O:77])[CH3:78].[CH2:35]([N:36]1[CH2:37][CH2:38][N:39]2[CH2:40][CH2:41][N:42]([CH2:43][CH:44]([CH3:45])[CH3:46])[P:47]1[N:48]([CH2:49][CH:50]([CH3:51])[CH3:52])[CH2:53][CH2:54]2)[CH:55]([CH3:56])[CH3:57].[CH3:23][c:24]1[n:25][c:26]([S:31][CH2:32][CH2:33][CH3:34])[cH:27][cH:28][c:29]1[NH2:30].[CH3:58][C:59]([O-:60])([CH3:61])[CH3:62].[CH:1]([CH3:2])([CH3:3])[O:4][C:5](=[O:6])[N:7]1[CH2:8][CH2:9][CH:10]([O:13][c:14]2[n:15][cH:16][n:17][c:18]([Cl:22])[c:19]2[O:20][CH3:21])[CH2:11][CH2:12]1.[Na+:63].[O:64]1[CH2:65][CH2:66][O:67][CH2:68][CH2:69]1.[Pd+2:74]>>[CH:1]([CH3:2])([CH3:3])[O:4][C:5](=[O:6])[N:7]1[CH2:8][CH2:9][CH:10]([O:13][c:14]2[n:15][cH:16][n:17][c:18]([NH:30][c:29]3[c:24]([CH3:23])[n:25][c:26]([S:31][CH2:32][CH2:33][CH3:34])[cH:27][cH:28]3)[c:19]2[O:20][CH3:21])[CH2:11][CH2:12]1. Reactants: compound, C(C)(C)(C)C(C(=O)[O-])(OC1=C(C=C(C=C1)C(CN(C)C(CCC1CCN(CC1)C(=O)OC(C)(C)C)=O)=O)OCC(=O)[O-])C(C)(C)C (Di-t-butyl[[4-[[N-[3-(1-t-butyloxycarbonylpiperidin-4-yl)propionyl]-N-methylamino]acetyl]-o-phenylene]dioxy]diacetate), FC(C(=O)O)(F)F (trifluoroacetic acid). Conditions: time 3 hour. The product is FC(C(=O)O)(F)F.N1CCC(CC1)CCC(=O)N(C)CC(=O)C1=CC(=C(C=C1)OCC(=O)O)OCC(=O)O ([[4-[[N-[3-(piperidin-4-yl)propionyl]-N-methylamino]acetyl]-o-phenylene]dioxy]diacetic acid trifluoroacetate). Reaction SMILES: C([C:5](C(C)(C)C)([O:9][C:10]1[CH:15]=[CH:14][C:13]([C:16](=[O:37])[CH2:17][N:18]([C:20](=[O:36])[CH2:21][CH2:22][CH:23]2[CH2:28][CH2:27][N:26](C(OC(C)(C)C)=O)[CH2:25][CH2:24]2)[CH3:19])=[CH:12][C:11]=1[O:38][CH2:39][C:40]([O-:42])=[O:41])[C:6]([O-:8])=[O:7])(C)(C)C.[F:47][C:48]([F:53])([F:52])[C:49]([OH:51])=[O:50]>>[F:47][C:48]([F:53])([F:52])[C:49]([OH:51])=[O:50].[NH:26]1[CH2:27][CH2:28][CH:23]([CH2:22][CH2:21][C:20]([N:18]([CH2:17][C:16]([C:13]2[CH:14]=[CH:15][C:10]([O:9][CH2:5][C:6]([OH:8])=[O:7])=[C:11]([O:38][CH2:39][C:40]([OH:42])=[O:41])[CH:12]=2)=[O:37])[CH3:19])=[O:36])[CH2:24][CH2:25]1 |f:2.3|. Procedure: The solution of 250 mg of the compound prepared in (a) in 2 ml of trifluoroacetic acid was stirred at room temperature for 3 hours. Afer the solvent was evaporated under reduced pressure, ether was added and deposited crystals were collected by filtration to give 168 mg of the title compound. Starting materials: ClC1=CC=C(C(C2=CC=C(C=C2)CS(=O)(=O)CC)O)C=C1 (4-chloro-4'-ethane sulfonylmethylbenzhydrol), S(=O)(Cl)Cl (thionyl chloride), C1(=CC=CC=C1)C (toluene). Run in CN(C=O)C (N,N-dimethylformamide). The product is ClC1=CC=C(C(C2=CC=C(C=C2)CS(=O)(=O)CC)Cl)C=C1 (4-Chloro-4'-ethane Sulfonylmethylbenzhydryl Chloride). Yield: 75.0%. As a reaction SMILES: [Cl:1][C:2]1[CH:21]=[CH:20][C:5]([CH:6](O)[C:7]2[CH:12]=[CH:11][C:10]([CH2:13][S:14]([CH2:17][CH3:18])(=[O:16])=[O:15])=[CH:9][CH:8]=2)=[CH:4][CH:3]=1.S(Cl)([Cl:24])=O.C1(C)C=CC=CC=1>CN(C)C=O>[Cl:1][C:2]1[CH:21]=[CH:20][C:5]([CH:6]([Cl:24])[C:7]2[CH:12]=[CH:11][C:10]([CH2:13][S:14]([CH2:17][CH3:18])(=[O:16])=[O:15])=[CH:9][CH:8]=2)=[CH:4][CH:3]=1. Procedure: 4-chloro-4'-ethane sulfonylmethylbenzhydrol (6.0 g), thionyl chloride (5.4 g), toluene (200 ml) and a catalytic amount of N,N-dimethylformamide were mixed and gradually heated with stirring to a refluxing temperature. The mixture was stirred for 4 hours under reflux and then left to cool. Then, the solvent was distilled off under reduced pressure. The residue was purified by silica gel column chromatography (n-hexane:ethyl acetate=2:1) to obtain the desired product as a slight yellow viscous sub... Reactants: C[Si](CCOC(C1=CC(=CC(=C1)OC(C)C)OC1=CC=C(C=C1)P(=O)(OC(C)C)OC(C)C)=O)(C)C (3-[4-(diisopropoxy-phosphoryl)-phenoxy]-5-isopropoxy-benzoic acid 2-trimethylsilanyl-ethyl ester), C[Si](C)(C)N[Si](C)(C)C (HMDS), [Si](C)(C)(C)Br (TMS-Br). Run in C(Cl)Cl (CH2Cl2). Conditions: time 16 hour. Product: C[Si](CCOC(C1=CC(=CC(=C1)OC1=CC=C(C=C1)P(=O)(O)O)OC(C)C)=O)(C)C (3-Isopropoxy-5-(4-phosphono-phenoxy)-benzoic acid 2-trimethylsilanyl-ethyl ester). Yield: 65.1%. As a reaction SMILES: [CH3:1][Si:2]([CH3:36])([CH3:35])[CH2:3][CH2:4][O:5][C:6](=[O:34])[C:7]1[CH:12]=[C:11]([O:13][CH:14]([CH3:16])[CH3:15])[CH:10]=[C:9]([O:17][C:18]2[CH:23]=[CH:22][C:21]([P:24]([O:30]C(C)C)([O:26]C(C)C)=[O:25])=[CH:20][CH:19]=2)[CH:8]=1.C[Si](N[Si](C)(C)C)(C)C.[Si](Br)(C)(C)C>C(Cl)Cl>[CH3:36][Si:2]([CH3:1])([CH3:35])[CH2:3][CH2:4][O:5][C:6](=[O:34])[C:7]1[CH:8]=[C:9]([O:17][C:18]2[CH:19]=[CH:20][C:21]([P:24]([OH:30])([OH:26])=[O:25])=[CH:22][CH:23]=2)[CH:10]=[C:11]([O:13][CH:14]([CH3:15])[CH3:16])[CH:12]=1. Procedure: To a solution of 3-[4-(diisopropoxy-phosphoryl)-phenoxy]-5-isopropoxy-benzoic acid 2-trimethylsilanyl-ethyl ester (5.0 g, 9.30 mmol) in CH2Cl2 (100 mL) was added HMDS (31.7 Ml, 149 mmol), and TMS-Br (9.8 mL, 74.5 mmol). The mixture was stirred at rt for 16 h. The solvent was evaporated and the residue was diluted with water and acidified to pH 2-3 with aqueous HCl. Extracted into EtOAc (2×). The extract was washed with dilute HCl, water, and brine. Dried (MgSO4) and evaporated to provide 2.74 g ... Reactants: CC(C)=O, COc1c(C)cc(C)c(C=O)c1C, [Na+], [OH-], O. Yields the product COc1c(C)cc(C)c(C=CC(C)=O)c1C. RXN SMILES: [CH3:16][C:17]([CH3:18])=[O:19].[CH3:3][O:4][c:5]1[c:6]([CH3:15])[c:7]([CH:8]=[O:9])[c:10]([CH3:14])[cH:11][c:12]1[CH3:13].[Na+:2].[OH-:1].[OH2:20]>>[CH3:3][O:4][c:5]1[c:6]([CH3:15])[c:7]([CH:8]=[CH:16][C:17]([CH3:18])=[O:19])[c:10]([CH3:14])[cH:11][c:12]1[CH3:13]. Starting materials: C(C)[O-].Cl.Cl.NC=1C=C2C(=CNC2=CC1)C1CCN(CC1)C (5-amino-3-(1-methyl-piperidin-4-yl)-1H-indole dihydrochloride ethanolate), CC(C(=O)Cl)(C)C (trimethylacetyl chloride). Yields the product CC(C(=O)NC=1C=C2C(=CNC2=CC1)C1CCN(CC1)C)(C)C (5-(trimethylacetyl)amino-3-(1-methylpiperidin-4-yl)-1H-indole). Yield: 34.6%. Reaction SMILES: C([O-])C.Cl.Cl.[NH2:6][C:7]1[CH:8]=[C:9]2[C:13](=[CH:14][CH:15]=1)[NH:12][CH:11]=[C:10]2[CH:16]1[CH2:21][CH2:20][N:19]([CH3:22])[CH2:18][CH2:17]1.[CH3:23][C:24]([CH3:29])([CH3:28])[C:25](Cl)=[O:26]>>[CH3:23][C:24]([CH3:29])([CH3:28])[C:25]([NH:6][C:7]1[CH:8]=[C:9]2[C:13](=[CH:14][CH:15]=1)[NH:12][CH:11]=[C:10]2[CH:16]1[CH2:21][CH2:20][N:19]([CH3:22])[CH2:18][CH2:17]1)=[O:26] |f:0.1.2.3|. Reported procedure: Beginning with 2.00 gm (5.74 mMol) 5-amino-3-(1-methyl-piperidin-4-yl)-1H-indole dihydrochloride ethanolate and 1.78 gm (14.4 mMol) trimethylacetyl chloride, 0.623 gm (34.6%) of the title compound were recovered as an off-white powder. Reactants: C(C)OC(=O)NC=CC1=CC=C(C=C1)OC(C)=O (p-(2-ethoxycarbonylaminovinyl)-acetoxybenzene), [O-]CC.[Na+] (sodium ethoxide). Run in C(C)O (ethanol), C(C)O (ethanol). Conditions: temperature 50 celsius. The product is C(C)OC(=O)NC=CC1=CC=C(C=C1)O (p-(2-ethoxycarbonylaminovinyl)-phenol). As a reaction SMILES: [CH2:1]([O:3][C:4]([NH:6][CH:7]=[CH:8][C:9]1[CH:14]=[CH:13][C:12]([O:15]C(=O)C)=[CH:11][CH:10]=1)=[O:5])[CH3:2].[O-]CC.[Na+]>C(O)C>[CH2:1]([O:3][C:4]([NH:6][CH:7]=[CH:8][C:9]1[CH:10]=[CH:11][C:12]([OH:15])=[CH:13][CH:14]=1)=[O:5])[CH3:2] |f:1.2|. Procedure: 5.0 g (0.02 mol) of p-(2-ethoxycarbonylaminovinyl)-acetoxybenzene, after dissolving in 75 ml of absolute ethanol, addition of a solution of 1.36 g (0.02 mol) of sodium ethoxide in 10 ml of absolute ethanol, 15 minutes' heating to 50° C. and subsequent evaporation to dryness in vacuo, yield the crude sodium salt of p-(2-ethoxycarbonylaminovinyl)-phenol. This is heated with 20 ml of epichlorohydrin to the boil for 24 hours under a reflux condenser and whilst stirring. Thereafter, the excess epichl... Starting materials: CC(=O)O[BH-](OC(C)=O)OC(C)=O, O=C([O-])O, CN1CCCC1=O, CC(=O)O, CC(C)c1nc(C(=O)N2CCOC3(CCNCC3)C2)cs1, O=Cc1cccc(CCO)c1Cl, O=C(O)C(F)(F)F, [Na+], [Na+]. Product: CC(C)c1nc(C(=O)N2CCOC3(CCN(Cc4cccc(CCO)c4Cl)CC3)C2)cs1. Reaction SMILES: [C:41]([O:42][BH-:43]([O:44][C:45](=[O:46])[CH3:47])[O:48][C:49](=[O:50])[CH3:51])(=[O:52])[CH3:53].[C:55](=[O:56])([OH:57])[O-:58].[CH3:60][N:61]1[CH2:62][CH2:63][CH2:64][C:65]1=[O:66].[CH3:67][C:68](=[O:69])[OH:70].[CH:8]([CH3:9])([CH3:10])[c:11]1[s:12][cH:13][c:14]([C:16](=[O:17])[N:18]2[CH2:19][CH2:20][O:21][C:22]3([CH2:23]2)[CH2:24][CH2:25][NH:26][CH2:27][CH2:28]3)[n:15]1.[Cl:29][c:30]1[c:31]([CH:32]=[O:33])[cH:34][cH:35][cH:36][c:37]1[CH2:38][CH2:39][OH:40].[F:1][C:2]([F:3])([F:4])[C:5]([OH:6])=[O:7].[Na+:54].[Na+:59]>>[CH:8]([CH3:9])([CH3:10])[c:11]1[s:12][cH:13][c:14]([C:16](=[O:17])[N:18]2[CH2:19][CH2:20][O:21][C:22]3([CH2:23]2)[CH2:24][CH2:25][N:26]([CH2:32][c:31]2[c:30]([Cl:29])[c:37]([CH2:38][CH2:39][OH:40])[cH:36][cH:35][cH:34]2)[CH2:27][CH2:28]3)[n:15]1. Conditions: time 8 hour. RXN SMILES: [OH:1][N:2]=[C:3]1[C:9]2[CH:10]=[CH:11][CH:12]=[CH:13][C:8]=2[C:7](=[CH2:14])[C:6]2[CH:15]=[CH:16][CH:17]=[CH:18][C:5]=2[CH2:4]1.C([BH3-])#N.[Na+]>CO>[NH:2]([CH:3]1[C:9]2[CH:10]=[CH:11][CH:12]=[CH:13][C:8]=2[C:7](=[CH2:14])[C:6]2[CH:15]=[CH:16][CH:17]=[CH:18][C:5]=2[CH2:4]1)[OH:1] |f:1.2|. Yields the product N(O)C1CC2=C(C(C3=C1C=CC=C3)=C)C=CC=C2 (10-hydroxamino-5-methylene-10,11-dihydro-5H-dibenzo[a,d]cyclohepten). The reactants are 15.3, ON=C1CC2=C(C(C3=C1C=CC=C3)=C)C=CC=C2 (10-hydroxyimino-5-methylene-10,11-dihydro-5H-dibenzo[a,d]cycloheptene), C(#N)[BH3-].[Na+] (sodium cyanoborohydride). Solvent: CO (methanol), CO (methanol), CO (methanol). Procedure: A mixture of 15.3 of oxime from Step D, 500 ml of methanol, 12 g of sodium cyanoborohydride in 450 ml of methanol was treated dropwise with a solution of 12 ml of 12N hydrochloric in 50 ml of methanol over 5 hours, and then stirred overnight at room temperature. The solvent was evaporated, the residue was stirred with 200 ml of 1N aqueous hydrochloric acid, made alkaline with concentrated ammonium hydroxide and extracted with 3×175 ml of ether. The combined extracts were dried (Na2SO4), filtered... The reactants are C[O-].[Na+] (sodium methylate), CoCl2, CO (methanol), COC1=CC=C(CCl)C=C1 (p-methoxybenzyl chloride), O (H2O), [O-]S(=O)S(=O)[O-].[Na+].[Na+] (Na2S2O4). The reagents and catalysts are [Mn] (manganese). The product is COC(CC1=CC=C(C=C1)OC)=O (p-Methoxyphenylacetic acid methyl ester). As a reaction SMILES: [CH3:1][O:2][C:3]1[CH:10]=[CH:9][C:6]([CH2:7]Cl)=[CH:5][CH:4]=1.[CH3:11][O-:12].[Na+].[OH2:14].[O-]S(S([O-])=O)=O.[Na+].[Na+].[CH3:23]O>[Mn]>[CH3:11][O:12][C:23](=[O:14])[CH2:7][C:6]1[CH:9]=[CH:10][C:3]([O:2][CH3:1])=[CH:4][CH:5]=1 |f:1.2,4.5.6|. Procedure details: In the manner described in Example 1, 50 g of p-methoxybenzyl chloride was reacted with CO together with 115 g of a 24 wt-% solution of sodium methylate in methanol, 12 g CoCl2. 6 H2O , 6 g manganese and 1 g Na2S2O4. After distillation of the reaction mixture the following compounds could be identified by gas chromatography:p-methoxybenzyl chloride 10.00%p-methoxymethylbenzylether 69.50%-p-methoxyphenylaceticacid methyl ester 8.66%p-methoxyphenylaceticacid 5.54%